From a dataset of the Open Reaction Database (ORD), a public repository of structured organic reaction records. describe an organic reaction: reactants, conditions, products, and yield The reactants are ClCCCOC1=C(C=CC=C1)C(C)=O (1-[2-{3-chloropropoxy}-phenyl]-ethanone), C(C)(C)(C)N (tert.-butylamine), C([O-])([O-])=O.[K+].[K+] (potassium carbonate). The solvent is CN(C=O)C (N,N-dimethylformamide), O (water). Conditions: temperature 120 celsius, time 19 hour. Product: CC(C)(C)NCCCOC1=C(C=CC=C1)C(C)=O (1-[2-{3-(1,1-dimethylethylamino)-propoxy}-phenyl]-ethanone). Reaction SMILES: Cl[CH2:2][CH2:3][CH2:4][O:5][C:6]1[CH:11]=[CH:10][CH:9]=[CH:8][C:7]=1[C:12](=[O:14])[CH3:13].[C:15]([NH2:19])([CH3:18])([CH3:17])[CH3:16].C(=O)([O-])[O-].[K+].[K+]>CN(C)C=O.O>[CH3:16][C:15]([NH:19][CH2:2][CH2:3][CH2:4][O:5][C:6]1[CH:11]=[CH:10][CH:9]=[CH:8][C:7]=1[C:12](=[O:14])[CH3:13])([CH3:18])[CH3:17] |f:2.3.4|. Procedure details: A mixture of 2.58 g of the product of Step A, 8.3 ml of tert.-butylamine and 2.17 g of potassium carbonate in 7 ml of N,N-dimethylformamide was heated with stirring at 120° C. for 19 hours and was then diluted with water. The mixture was extracted with ethyl acetate and the organic phase was washed with water, dried over a deshydrant and evaporated to dryness under reduced pressure. The residue was chromatographed over silica and eluted with a 9-1 ethyl acetate-triethylamine mixture to obtain 2.... The reactants are O=C1NC2=C(C=CC=C2C1)OC=1C=CC=C2CC(NC12)=O (bis(2-oxoindolin-7-yl)ether), [OH-].[Na+] (sodium hydroxide), O1CCOCC1 (dioxane). Run in O (water). Yields the product NC1=C(C=CC=C1CC(=O)O)OC1=C(C(=CC=C1)CC(=O)O)N (bis(2-amino-3-carboxymethylphenyl)ether). RXN SMILES: [O:1]=[C:2]1[CH2:10][C:9]2[C:4](=[C:5]([O:11][C:12]3[CH:13]=[CH:14][CH:15]=[C:16]4[C:20]=3[NH:19][C:18](=[O:21])[CH2:17]4)[CH:6]=[CH:7][CH:8]=2)[NH:3]1.[OH-:22].[Na+].[O:24]1CCOCC1>O>[NH2:3][C:4]1[C:9]([CH2:10][C:2]([OH:1])=[O:22])=[CH:8][CH:7]=[CH:6][C:5]=1[O:11][C:12]1[CH:13]=[CH:14][CH:15]=[C:16]([CH2:17][C:18]([OH:21])=[O:24])[C:20]=1[NH2:19] |f:1.2|. Procedure: A mixture of bis(2-oxoindolin-7-yl)ether (2.4 g.), sodium hydroxide (1.35 g.), dioxane (10 ml.) and water (50 ml.) was refluxed under heating for 7 hours with stirring. After cooling, the reaction mixture was filtered, the filtrate was concentrated under reduced pressure. The residue was dissolved in water and washed with ethyl acetate. Ethyl acetate was added to the solution and adjusted to pH 4 to 5 with 5% sulfuric acid. The ethyl acetate layer was separated, washed with water, dried over mag...